This data is from the Open Reaction Database (ORD), a public repository of structured organic reaction records. The task is: describe an organic reaction: reactants, conditions, products, and yield The reactants are C1CCOC1, COC(=O)c1ccc(Oc2cnc(NC(=O)C(Oc3ccc(F)cc3F)c3ccc(S(=O)(=O)C4CC4)cc3)s2)cc1, CO, [Li+], [OH-]. Product: O=C(O)c1ccc(Oc2cnc(NC(=O)C(Oc3ccc(F)cc3F)c3ccc(S(=O)(=O)C4CC4)cc3)s2)cc1. Reaction SMILES: [CH2:44]1[O:45][CH2:46][CH2:47][CH2:48]1.[CH3:1][O:2][C:3]([c:4]1[cH:5][cH:6][c:7]([O:10][c:11]2[cH:12][n:13][c:14]([NH:16][C:17]([CH:18]([O:19][c:20]3[c:21]([F:27])[cH:22][c:23]([F:26])[cH:24][cH:25]3)[c:28]3[cH:29][cH:30][c:31]([S:34](=[O:35])(=[O:36])[CH:37]4[CH2:38][CH2:39]4)[cH:32][cH:33]3)=[O:40])[s:15]2)[cH:8][cH:9]1)=[O:41].[CH3:49][OH:50].[Li+:43].[OH-:42]>>[O:2]=[C:3]([c:4]1[cH:5][cH:6][c:7]([O:10][c:11]2[cH:12][n:13][c:14]([NH:16][C:17]([CH:18]([O:19][c:20]3[c:21]([F:27])[cH:22][c:23]([F:26])[cH:24][cH:25]3)[c:28]3[cH:29][cH:30][c:31]([S:34](=[O:35])(=[O:36])[CH:37]4[CH2:38][CH2:39]4)[cH:32][cH:33]3)=[O:40])[s:15]2)[cH:8][cH:9]1)[OH:41]. Starting materials: C(C)(C)(C)OC(NC(C(=O)C1=C(C=C(C=C1)Br)OC)C1=CC(=C(C=C1)Cl)Cl)=O (rac-[2-(4-bromo-2-methoxy-phenyl)-1-(3,4-dichloro-phenyl)-2-oxo-ethyl]-carbamic acid tert-butyl ester), FC=1C=C(C=NC1)B(O)O (5-fluoropyridine-3-boronic acid). Product: C(C)(C)(C)OC(NC(C(=O)C1=C(C=C(C=C1)C=1C=NC=C(C1)F)OC)C1=CC(=C(C=C1)Cl)Cl)=O (rac-[1-(3,4-Dichloro-phenyl)-2-[4-(5-fluoro-pyridin-3-yl)-2-methoxy-phenyl]-2-oxo-ethyl]-carbamic acid tert-butyl ester). As a reaction SMILES: [C:1]([O:5][C:6](=[O:28])[NH:7][CH:8]([C:20]1[CH:25]=[CH:24][C:23]([Cl:26])=[C:22]([Cl:27])[CH:21]=1)[C:9]([C:11]1[CH:16]=[CH:15][C:14](Br)=[CH:13][C:12]=1[O:18][CH3:19])=[O:10])([CH3:4])([CH3:3])[CH3:2].[F:29][C:30]1[CH:31]=[C:32](B(O)O)[CH:33]=[N:34][CH:35]=1>>[C:1]([O:5][C:6](=[O:28])[NH:7][CH:8]([C:20]1[CH:25]=[CH:24][C:23]([Cl:26])=[C:22]([Cl:27])[CH:21]=1)[C:9]([C:11]1[CH:16]=[CH:15][C:14]([C:32]2[CH:33]=[N:34][CH:35]=[C:30]([F:29])[CH:31]=2)=[CH:13][C:12]=1[O:18][CH3:19])=[O:10])([CH3:4])([CH3:3])[CH3:2]. Reported procedure: The title compound was prepared rac-[2-(4-bromo-2-methoxy-phenyl)-1-(3,4-dichloro-phenyl)-2-oxo-ethyl]-carbamic acid tert-butyl ester and 5-fluoropyridine-3-boronic acid in analogy to Example 1b): MS (ISP): 507.4 (M+H)+ (100%) and 522.7 (M+NH4)+. Starting materials: palladium tetrakis triphenylphosphine, BrC=1C=C(OC=2C(N(C=CC2C)CC2=NNC3=NC=CC=C32)=O)C=C(C1)Cl (3-(3-bromo-5-chlorophenoxy)-4-methyl-1-(1H-pyrazolo[3,4-b]pyridin-3-ylmethyl)pyridin-2(1H)-one), CN(C)C=O (DMF), palladium tetrakis triphenylphosphine. Reagents/catalysts: [C-]#N.[Zn+2].[C-]#N (zinc cyanide), [C-]#N.[Zn+2].[C-]#N (zinc cyanide). Reaction conditions: temperature 90 celsius. Product: ClC=1C=C(C#N)C=C(C1)OC=1C(N(C=CC1C)CC1=NNC2=NC=CC=C21)=O (3-chloro-5-{[4-methyl-2-oxo-1-(1H-pyrazolo[3,4-b]pyridin-3-ylmethyl)-1,2-dihydropyridin-3-yl]oxy}benzonitrile). As a reaction SMILES: Br[C:2]1[CH:3]=[C:4]([CH:24]=[C:25]([Cl:27])[CH:26]=1)[O:5][C:6]1[C:7](=[O:23])[N:8]([CH2:13][C:14]2[C:22]3[C:17](=[N:18][CH:19]=[CH:20][CH:21]=3)[NH:16][N:15]=2)[CH:9]=[CH:10][C:11]=1[CH3:12].[CH3:28][N:29](C=O)C>[C-]#N.[Zn+2].[C-]#N>[Cl:27][C:25]1[CH:26]=[C:2]([CH:3]=[C:4]([O:5][C:6]2[C:7](=[O:23])[N:8]([CH2:13][C:14]3[C:22]4[C:17](=[N:18][CH:19]=[CH:20][CH:21]=4)[NH:16][N:15]=3)[CH:9]=[CH:10][C:11]=2[CH3:12])[CH:24]=1)[C:28]#[N:29] |f:2.3.4|. Reported procedure: To a suspension of 3-(3-bromo-5-chlorophenoxy)-4-methyl-1-(1H-pyrazolo[3,4-b]pyridin-3-ylmethyl)pyridin-2(1H)-one (11-6; 100 mg, 0.224 mmol) and zinc cyanide (29 mg, 0.247 mmol) in DMF (1 mL) was added palladium tetrakis triphenylphosphine (51.9 mg, 0.045 mmol) and the mixture was degassed and heated to 90° C. for 20 minutes. After this time, additional zinc cyanide (29 mg, 0.247 mmol) and palladium tetrakis triphenylphosphine (51.9 mg, 0.045 mmol) were added and the mixture heated to 90° C. for... The reactants are C(C1=CC=CC=C1)(=O)O (benzoic acid), FC(S(=O)(=O)O)(F)F (trifluoromethanesulfonic acid), C1CC(=O)N(C1=O)I (NIS). Run at temperature 0 celsius. Yields the product FC=1C=C(C(=O)O)C=C(C1C)I (3-fluoro-5-iodo-4-methylbenzoic acid). As a reaction SMILES: [C:1]([OH:9])(=[O:8])[C:2]1[CH:7]=[CH:6][CH:5]=[CH:4][CH:3]=1.C1C(=O)N([I:17])C(=O)C1.F[C:19]([F:25])(F)S(O)(=O)=O>>[F:25][C:19]1[CH:3]=[C:2]([CH:7]=[C:6]([I:17])[C:5]=1[CH3:4])[C:1]([OH:9])=[O:8]. Reported procedure: The benzoic acid (1.54 g, 0.01 mol) is dissolved in trifluoromethanesulfonic acid (10 mL) and cooled to about 0° C. NIS (2.25 g. 0.01 mol) is added in several portions over a 6 h period while maintaining the reaction temperature at about 0° C. The mixture is allowed to warm to rt. overnight. The reaction mixture is then poured over ice and extracted with ethyl acetate (3×). The organic layers are washed (Na2S2O5) and concentrated. The material is carried on crude. Starting materials: CC#N, O=C1CCC(=O)N1Br, CC(C)(C)OC(=O)N1CCC(c2nccs2)CC1. Yields the product CC(C)(C)OC(=O)N1CCC(c2ncc(Br)s2)CC1. As a reaction SMILES: [CH3:27][C:28]#[N:29].[O:19]=[C:20]1[N:21]([Br:26])[C:22](=[O:23])[CH2:24][CH2:25]1.[s:1]1[c:2]([CH:6]2[CH2:7][CH2:8][N:9]([C:12](=[O:13])[O:14][C:15]([CH3:16])([CH3:17])[CH3:18])[CH2:10][CH2:11]2)[n:3][cH:4][cH:5]1>>[s:1]1[c:2]([CH:6]2[CH2:7][CH2:8][N:9]([C:12](=[O:13])[O:14][C:15]([CH3:16])([CH3:17])[CH3:18])[CH2:10][CH2:11]2)[n:3][cH:4][c:5]1[Br:26]. Reactants: C(C=C)OC([C@H](NS(=O)(=O)C1=CC=C(C=C1)OC1=CC=C(C=C1)F)C(C)(C)SCCC(=O)OC)=O (N-[4-(4-fluorophenoxy)benzenesulfonyl]--S--[2-(methoxycarbonyl)ethyl]-D-penicillamine allyl ester), CNC1=CC=CC=C1 (N-methylaniline). Reagents/catalysts: C=1C=CC(=CC1)[P](C=2C=CC=CC2)(C=3C=CC=CC3)[Pd]([P](C=4C=CC=CC4)(C=5C=CC=CC5)C=6C=CC=CC6)([P](C=7C=CC=CC7)(C=8C=CC=CC8)C=9C=CC=CC9)[P](C=1C=CC=CC1)(C=1C=CC=CC1)C=1C=CC=CC1 (Pd(PPh3)4). The solvent is C(C)(=O)OCC (ethyl acetate). Reaction conditions: time 3 hour. The product is FC1=CC=C(OC2=CC=C(C=C2)S(=O)(=O)N[C@H](C(C)(C)SCCC(=O)OC)C(=O)O)C=C1 (N-[4-(4-fluorophenoxy)benzenesulfonyl]--S--[2-(methoxycarbonyl)ethyl]-D-penicillamine). The yield is 89.0%. RXN SMILES: C([O:4][C:5](=[O:35])[C@@H:6]([C:25]([S:28][CH2:29][CH2:30][C:31]([O:33][CH3:34])=[O:32])([CH3:27])[CH3:26])[NH:7][S:8]([C:11]1[CH:16]=[CH:15][C:14]([O:17][C:18]2[CH:23]=[CH:22][C:21]([F:24])=[CH:20][CH:19]=2)=[CH:13][CH:12]=1)(=[O:10])=[O:9])C=C.CNC1C=CC=CC=1>C(OCC)(=O)C.C1C=CC([P]([Pd]([P](C2C=CC=CC=2)(C2C=CC=CC=2)C2C=CC=CC=2)([P](C2C=CC=CC=2)(C2C=CC=CC=2)C2C=CC=CC=2)[P](C2C=CC=CC=2)(C2C=CC=CC=2)C2C=CC=CC=2)(C2C=CC=CC=2)C2C=CC=CC=2)=CC=1>[F:24][C:21]1[CH:20]=[CH:19][C:18]([O:17][C:14]2[CH:13]=[CH:12][C:11]([S:8]([NH:7][C@@H:6]([C:5]([OH:35])=[O:4])[C:25]([S:28][CH2:29][CH2:30][C:31]([O:33][CH3:34])=[O:32])([CH3:26])[CH3:27])(=[O:10])=[O:9])=[CH:16][CH:15]=2)=[CH:23][CH:22]=1 |^1:53,55,74,93|. Procedure details: To a 0° C. solution of N-[4-(4-fluorophenoxy)benzenesulfonyl]--S--[2-(methoxycarbonyl)ethyl]-D-penicillamine allyl ester (0.36 g, 0.687 mmol) in 5 mL of ethyl acetate was added N-methylaniline followed by Pd(PPh3)4 (16 mg, 0.014 mmol). After 3 hours, the solution was concentrated, and the residue was purified by chromatography on silica gel, eluting first with 1:1 ethyl acetate:hexane and then with 10% methanol in dichloromethane to give N-[4-(4-fluorophenoxy)benzenesulfonyl]--S--[2-(methoxycarb...